Task: describe an organic reaction: reactants, conditions, products, and yield. Dataset: the Open Reaction Database (ORD), a public repository of structured organic reaction records The reactants are C1(=CC=CC=C1)C=1C=CC(=NC1)C (5-phenyl-2-picoline), OO (H2O2), crude material, CCOCC.CCOC(=O)C (Et2O EtOAc). The reagents and catalysts are [Pd] (Pd/C). The solvent is CC(=O)O (HOAc). Reaction conditions: temperature 70 celsius. Product: C1(=CC=CC=C1)C1=CC=C([N+](=C1)[O-])C (5-Phenyl-2-picoline N-oxide). As a reaction SMILES: [C:1]1([C:7]2[CH:8]=[CH:9][C:10]([CH3:13])=[N:11][CH:12]=2)[CH:6]=[CH:5][CH:4]=[CH:3][CH:2]=1.OO.CC[O:18]CC.CCOC(C)=O>CC(O)=O.[Pd]>[C:1]1([C:7]2[CH:12]=[N+:11]([O-:18])[C:10]([CH3:13])=[CH:9][CH:8]=2)[CH:2]=[CH:3][CH:4]=[CH:5][CH:6]=1 |f:2.3|. Procedure details: To a solution of 100 g 5-phenyl-2-picoline in 170 mL of glacial HOAc was added 30% H2O2 and the resulting solution was heated at 70° C. overnight. After the reaction mixture was cooled to room temperature, 1 g of 10% Pd/C was added to destroy any excess of H2O2. The reaction mixture was then filtered on celite, washed with toluene, and the filtrate was evaporated to dryness affording a yellow solid residue. The crude material was swished with a mixture of Et2O/EtOAc (10:1) and filtered to afford... Product: COc1ccc(Cl)cc1C1CCN(C2(C)CCCCC2)CC1. Reactants: [Br-], CCCCOCCCC, C[Mg+], COc1ccc(Cl)cc1C1CCN(C2(C#N)CCCCC2)CC1, C1CCOC1. As a reaction SMILES: [Br-:24].[CH2:27]([O:28][CH2:29][CH2:30][CH2:31][CH3:32])[CH2:33][CH2:34][CH3:35].[CH3:25][Mg+:26].[Cl:1][c:2]1[cH:3][cH:4][c:5]([O:22][CH3:23])[c:6]([CH:8]2[CH2:9][CH2:10][N:11]([C:14]3([C:20]#[N:21])[CH2:15][CH2:16][CH2:17][CH2:18][CH2:19]3)[CH2:12][CH2:13]2)[cH:7]1.[O:36]1[CH2:37][CH2:38][CH2:39][CH2:40]1>>[Cl:1][c:2]1[cH:3][cH:4][c:5]([O:22][CH3:23])[c:6]([CH:8]2[CH2:9][CH2:10][N:11]([C:14]3([CH3:20])[CH2:15][CH2:16][CH2:17][CH2:18][CH2:19]3)[CH2:12][CH2:13]2)[cH:7]1. Starting materials: C(C)(C)(C)OC([C@H](CCC(=O)O)NC(CCC(NCCOCCOCCNC(CCCCCCC(=O)OC(C)(C)C)=O)=O)=O)=O ((S)-2-[3-(2-{2-[2-(7-tert-Butoxycarbonylheptanoylamino)ethoxy]ethoxy}-ethylcarbamoyl)propionylamino]pentanedioic acid 1-tert-butyl ester), [B-](F)(F)(F)F.CN(C)C(=[N+](C)C)ON1C(=O)CCC1=O (TSTU). Product: O=C1N(C(CC1)=O)OC([C@H](CCC(=O)OC(C)(C)C)NC(CCC(NCCOCCOCCNC(CCCCCCC(=O)OC(C)(C)C)=O)=O)=O)=O ((S)-2-[3-(2-{2-[2-(7-tert-Butoxycarbonylheptanoylamino)ethoxy]ethoxy}-ethylcarbamoyl)propionylamino]pentanedioic acid 5-tert-butyl ester 1-(2,5-dioxopyrrolidin-1-yl) ester). Reaction SMILES: C([O:5][C:6](=[O:45])[C@@H:7]([NH:13][C:14](=[O:44])[CH2:15][CH2:16][C:17](=[O:43])[NH:18][CH2:19][CH2:20][O:21][CH2:22][CH2:23][O:24][CH2:25][CH2:26][NH:27][C:28](=[O:42])[CH2:29][CH2:30][CH2:31][CH2:32][CH2:33][CH2:34][C:35]([O:37][C:38]([CH3:41])([CH3:40])[CH3:39])=[O:36])[CH2:8][CH2:9][C:10]([OH:12])=[O:11])(C)(C)C.[B-](F)(F)(F)F.CN(C(O[N:59]1[C:64](=[O:65])[CH2:63][CH2:62][C:60]1=[O:61])=[N+](C)C)C>>[O:61]=[C:60]1[CH2:62][CH2:63][C:64](=[O:65])[N:59]1[O:5][C:6](=[O:45])[C@@H:7]([NH:13][C:14](=[O:44])[CH2:15][CH2:16][C:17](=[O:43])[NH:18][CH2:19][CH2:20][O:21][CH2:22][CH2:23][O:24][CH2:25][CH2:26][NH:27][C:28](=[O:42])[CH2:29][CH2:30][CH2:31][CH2:32][CH2:33][CH2:34][C:35]([O:37][C:38]([CH3:39])([CH3:40])[CH3:41])=[O:36])[CH2:8][CH2:9][C:10]([O:12][C:38]([CH3:41])([CH3:40])[CH3:39])=[O:11] |f:1.2|. Procedure details: (S)-2-[3-(2-{2-[2-(7-tert-Butoxycarbonylheptanoylamino)ethoxy]ethoxy}-ethylcarbamoyl)propionylamino]pentanedioic acid 1-tert-butyl ester (0.6 g, 0.93 mmol) was activated with TSTU using the procedure described above.